Dataset: the Open Reaction Database (ORD), a public repository of structured organic reaction records. Task: describe an organic reaction: reactants, conditions, products, and yield The reactants are BrC=1C(=C(\C=C/2\C(C3=CC(=C(C=C3C2)N2CCOCC2)OC)=O)C(=CC1)F)F ((E)-2-(3-bromo-2,6-difluorobenzylidene)-6-methoxy-5-morpholino-2,3-dihydro-1H-inden-1-one). The reagents and catalysts are [Pd] (Pd/C). Solvent: CO (methanol). Conditions: time 6 hour. Yields the product FC1=C(CC2C(C3=CC(=C(C=C3C2)N2CCOCC2)OC)=O)C(=CC=C1)F (2, 6-difluorobenzyl-6-methoxy-5-morpholino-2, 3-dihydro-1H-inden-1-one). Reaction SMILES: Br[C:2]1[C:3]([F:28])=[C:4]([C:24]([F:27])=[CH:25][CH:26]=1)/[CH:5]=[C:6]1/[C:7](=[O:23])[C:8]2[C:13]([CH2:14]/1)=[CH:12][C:11]([N:15]1[CH2:20][CH2:19][O:18][CH2:17][CH2:16]1)=[C:10]([O:21][CH3:22])[CH:9]=2>CO.[Pd]>[F:27][C:24]1[CH:25]=[CH:26][CH:2]=[C:3]([F:28])[C:4]=1[CH2:5][CH:6]1[CH2:14][C:13]2[C:8](=[CH:9][C:10]([O:21][CH3:22])=[C:11]([N:15]3[CH2:16][CH2:17][O:18][CH2:19][CH2:20]3)[CH:12]=2)[C:7]1=[O:23]. Procedure details: The 41 (40 mg, 0.088 mmol) was dissolved in methanol 15 mL and added Pd/C 20 mg and stirred under hydrogen balloon for 6 h. The reaction was filtered through elite bed and washed with excess methanol. The organic layer was concentrated to get the crude compound 42, which was purified by flash chromatography using 100-200 mesh silica gel. The compound 2-(2,6-difluorobenzyl)-6-methoxy-5-morpholino-2,3-dihydro-1H-inden-1-one 42 was eluted as des-brominated compound at 26% ethyl acetate in hexane as... Starting materials: C1(C=CCCC1)N1C=CC=2C=NC(=CC21)OC (1-Cyclohex-2-enyl-6-methoxy-1H-pyrrolo[3,2-c]pyridine). Reagents/catalysts: [Pd] (palladium on charcoal). The solvent is C(C)O (ethanol). The product is C1(CCCCC1)N1C=CC=2C=NC(=CC21)OC (1-Cyclohexyl-6-methoxy-1H-pyrrolo[3,2-c]pyridine). Yield: 94.6%. RXN SMILES: [CH:1]1([N:7]2[C:15]3[CH:14]=[C:13]([O:16][CH3:17])[N:12]=[CH:11][C:10]=3[CH:9]=[CH:8]2)[CH2:6][CH2:5][CH2:4][CH:3]=[CH:2]1>[Pd].C(O)C>[CH:1]1([N:7]2[C:15]3[CH:14]=[C:13]([O:16][CH3:17])[N:12]=[CH:11][C:10]=3[CH:9]=[CH:8]2)[CH2:6][CH2:5][CH2:4][CH2:3][CH2:2]1. Reported procedure: The compound of step 1 (5.6 g, 24.5 mmol) and palladium on charcoal (1.12 g, 10%) were stirred in ethanol (160 ml) under a hydrogen atmosphere for 3 h. The catalyst was filtered off and the solvent removed in vacuo to give 5.34 g of the title compound. Starting materials: Cl (HCl), NC1=C2C(=NC=N1)N(N=C2C2=CC(=CC(=C2)O)F)C(C)C=2OC(C1=CC=CC=C1C2C=2CCN(CC2)C(=O)C2CN(C2)C(=O)OC(C)(C)C)=O (tert-butyl 3-(4-(3-(1-(4-amino-3-(3-fluoro-5-hydroxyphenyl)-1H-pyrazolo[3,4-d]pyrimidin-1-yl)ethyl)-1-oxo-1H-isochromen-4-yl)-1,2,3,6-tetrahydropyridine-1-carbonyl)azetidine-1-carboxylate), O.CC#N (water MeCN), C(=O)O (HCOOH), O.CC#N (water MeCN), C(=O)O (HCOOH). Solvent: O1CCOCC1 (1,4-dioxane), O1CCOCC1 (1,4-dioxane). Conditions: time 1 hour. Yields the product C(=O)O.NC1=C2C(=NC=N1)N(N=C2C2=CC(=CC(=C2)O)F)C(C)C=2OC(C1=CC=CC=C1C2C=2CCN(CC2)C(=O)C2CNC2)=O (3-(1-(4-amino-3-(3-fluoro-5-hydroxyphenyl)-1H-pyrazolo[3,4-d]pyrimidin-1-yl)ethyl)-4-(1-(azetidine-3-carbonyl)-1,2,3,6-tetrahydropyridin-4-yl)-1H-isochromen-1-one formate). Isolated yield 131.3%. As a reaction SMILES: Cl.[NH2:2][C:3]1[N:8]=[CH:7][N:6]=[C:5]2[N:9]([CH:20]([C:22]3[O:23][C:24](=[O:51])[C:25]4[C:30]([C:31]=3[C:32]3[CH2:33][CH2:34][N:35]([C:38]([CH:40]5[CH2:43][N:42](C(OC(C)(C)C)=O)[CH2:41]5)=[O:39])[CH2:36][CH:37]=3)=[CH:29][CH:28]=[CH:27][CH:26]=4)[CH3:21])[N:10]=[C:11]([C:12]3[CH:17]=[C:16]([OH:18])[CH:15]=[C:14]([F:19])[CH:13]=3)[C:4]=12.O.CC#N.C(O)=O>O1CCOCC1>[CH:24]([OH:51])=[O:23].[NH2:2][C:3]1[N:8]=[CH:7][N:6]=[C:5]2[N:9]([CH:20]([C:22]3[O:23][C:24](=[O:51])[C:25]4[C:30]([C:31]=3[C:32]3[CH2:33][CH2:34][N:35]([C:38]([CH:40]5[CH2:41][NH:42][CH2:43]5)=[O:39])[CH2:36][CH:37]=3)=[CH:29][CH:28]=[CH:27][CH:26]=4)[CH3:21])[N:10]=[C:11]([C:12]3[CH:17]=[C:16]([OH:18])[CH:15]=[C:14]([F:19])[CH:13]=3)[C:4]=12 |f:2.3,6.7|. Procedure: 4 M HCl in 1,4-dioxane (2 ml, 8.00 mmol) was added to a stirred solution of tert-butyl 3-(4-(3-(1-(4-amino-3-(3-fluoro-5-hydroxyphenyl)-1H-pyrazolo[3,4-d]pyrimidin-1-yl)ethyl)-1-oxo-1H-isochromen-4-yl)-1,2,3,6-tetrahydropyridine-1-carbonyl)azetidine-1-carboxylate (0.153 g, 0.224 mmol) in 1,4-dioxane (1 ml). After 1 h stirring at rt volatiles were removed under reduced pressure. Purification by RP flash chromatography (Biotage Isolera, 30 g C18 column, gradient elution from 100:0 to 80:20 A/B in ... Procedure details: A solution of methyl 6-hydroxy-(Z)-3-hexenoate (0.7684 g, 5.3 mmol), 3,4-dihydropyran (0.72 mL, 7.9 mmol, 1.5 eq) and pyridinium p-toluenesulfonate (PPTS, 125 mg, 0.5 mmol) in methylene chloride (25 mL) is stirred for 4 hours at room temperature. The solution is then diluted with ether (150 mL), and the ether layer is washed with half-saturated brine (50 mL) to remove the catalyst, and dried over magnesium sulfate. Purification by flash chromatography using hexane/ethyl acetate (90:10, v/v) affo... Reaction SMILES: [OH:1][CH2:2][CH2:3]/[CH:4]=[CH:5]\[CH2:6][C:7]([O:9][CH3:10])=[O:8].[O:11]1[CH:16]=[CH:15][CH2:14][CH2:13][CH2:12]1>C(Cl)Cl.CCOCC.C1(C)C=CC(S([O-])(=O)=O)=CC=1.[NH+]1C=CC=CC=1>[O:11]1[CH2:16][CH2:15][CH2:14][CH2:13][CH:12]1[O:1][CH2:2][CH2:3]/[CH:4]=[CH:5]\[CH2:6][C:7]([O:9][CH3:10])=[O:8] |f:4.5|. Reactants: OCC\C=C/CC(=O)OC (methyl 6-hydroxy-(Z)-3-hexenoate), O1CCCC=C1 (3,4-dihydropyran). The solvent is CCOCC (ether), C(Cl)Cl (methylene chloride). The reagents and catalysts are C1(=CC=C(C=C1)S(=O)(=O)[O-])C.[NH+]1=CC=CC=C1 (pyridinium p-toluenesulfonate). The product is O1C(CCCC1)OCC\C=C/CC(=O)OC (methyl 6-tetrahydropyranyloxy-(Z)-3-hexenoate). Yield: 98.4%. Starting materials: Oc1cc(Br)ccc1F, Cn1cc(CO)nn1, CC(=O)O, CC(C)OC(=O)N=NC(=O)OC(C)C, C1CCOC1, c1ccc(P(c2ccccc2)c2ccccc2)cc1. Product: Cn1cc(COc2cc(Br)ccc2F)nn1. Reaction SMILES: [Br:1][c:2]1[cH:3][cH:4][c:5]([F:9])[c:6]([OH:8])[cH:7]1.[CH3:10][n:11]1[n:12][n:13][c:14]([CH2:16][OH:17])[cH:15]1.[CH3:56][C:57](=[O:58])[OH:59].[O:37]=[C:38]([O:39][CH:40]([CH3:41])[CH3:42])[N:43]=[N:44][C:45]([O:46][CH:47]([CH3:48])[CH3:49])=[O:50].[O:51]1[CH2:52][CH2:53][CH2:54][CH2:55]1.[c:18]1([P:19]([c:20]2[cH:21][cH:22][cH:23][cH:24][cH:25]2)[c:26]2[cH:27][cH:28][cH:29][cH:30][cH:31]2)[cH:32][cH:33][cH:34][cH:35][cH:36]1>>[Br:1][c:2]1[cH:3][cH:4][c:5]([F:9])[c:6]([O:8][CH2:16][c:14]2[n:13][n:12][n:11]([CH3:10])[cH:15]2)[cH:7]1. Starting materials: C(C=CC1=CC=CC=C1)=O (cinnamaldehyde), CN(N)C1=CC=CC=C1 (1-methyl-1-phenylhydrazine). Reagents/catalysts: Cl (hydrochloric acid). Run in C(C)O (ethanol). Yields the product CN(N=CC=CC1=CC=CC=C1)C1=CC=CC=C1 (cinnamaldehyde 1-methyl-1-phenylhydrazone). Reaction SMILES: [CH:1](=O)[CH:2]=[CH:3][C:4]1[CH:9]=[CH:8][CH:7]=[CH:6][CH:5]=1.[CH3:11][N:12]([C:14]1[CH:19]=[CH:18][CH:17]=[CH:16][CH:15]=1)[NH2:13]>Cl.C(O)C>[CH3:11][N:12]([C:14]1[CH:19]=[CH:18][CH:17]=[CH:16][CH:15]=1)[N:13]=[CH:1][CH:2]=[CH:3][C:4]1[CH:9]=[CH:8][CH:7]=[CH:6][CH:5]=1. Procedure details: 6.6 g of cinnamaldehyde and 6.1 g of 1-methyl-1-phenylhydrazine were added to 50 ml of ethanol. To the mixture, two or three drops of 1 N hydrochloric acid were added. The mixture was heated and refluxed for about one hour. The reaction mixture was cooled and the crystals then separated, which were then collected on a suction funnel. The thus obtained crude cinnamaldehyde 1-methyl-1-phenylhydrazone was recrystallized from ethanol. The yield was 6.8 g (57.6%) of light yellow needle-like crystals ... The reactants are (CO2H)2, C(#N)C=1C=C2C(=CN(C2=CC1)C)[C@@H]1CC[C@H](CC1)N1CCN(CC1)C=1C=C(C=C2C=CC=NC12)C=O (8-[4-[(Trans)-4-(5-cyano-1-methyl-1H-indole-3-yl)cyclohexyl]-1-piperazinyl]-6-quinolinecarbaldehyde), CC(C)(C)O (t-BuOH), mLCH3CHC(CH3)2, [O-]Cl=O.[Na+] (NaClO2), NaH2PO4, O (water). Run in CCO (EtOH). Yields the product C(#N)C=1C=C2C(=CN(C2=CC1)C)[C@@H]1CC[C@H](CC1)N1CCN(CC1)C=1C=C(C=C2C=CC=NC12)C(=O)O (8-[4-[(Trans)-4-(5-cyano-1-methyl-1H-indole-3-yl)cyclohexyl]-1-piperazinyl]-6-quinolinecarboxylic acid). The yield is 10.0%. Reaction SMILES: [C:1]([C:3]1[CH:4]=[C:5]2[C:9](=[CH:10][CH:11]=1)[N:8]([CH3:12])[CH:7]=[C:6]2[C@H:13]1[CH2:18][CH2:17][C@H:16]([N:19]2[CH2:24][CH2:23][N:22]([C:25]3[CH:26]=[C:27]([CH:35]=[O:36])[CH:28]=[C:29]4[C:34]=3[N:33]=[CH:32][CH:31]=[CH:30]4)[CH2:21][CH2:20]2)[CH2:15][CH2:14]1)#[N:2].[O-:37]Cl=O.[Na+].CC(O)(C)C.O>CCO>[C:1]([C:3]1[CH:4]=[C:5]2[C:9](=[CH:10][CH:11]=1)[N:8]([CH3:12])[CH:7]=[C:6]2[C@H:13]1[CH2:18][CH2:17][C@H:16]([N:19]2[CH2:20][CH2:21][N:22]([C:25]3[CH:26]=[C:27]([C:35]([OH:37])=[O:36])[CH:28]=[C:29]4[C:34]=3[N:33]=[CH:32][CH:31]=[CH:30]4)[CH2:23][CH2:24]2)[CH2:15][CH2:14]1)#[N:2] |f:1.2|. Reported procedure: The trans was obtained by the process described for Example 73 by combining 0.30 g (.60 mmol) 8-[4-[(Trans)-4-(5-cyano-1-methyl-1H-indole-3-yl)cyclohexyl]-1-piperazinyl]-6-quinolinecarbaldehyde, 0.48 g (5.5 mmol) NaClO2, 0.48 g (4.1mmol) NaH2PO4, 24 mL t-BuOH, 3 mLCH3CHC(CH3)2, and 6 ml water. The product fractions were pooled, striped, and treated with 54 mg (0.60 mmol) of (CO2H)2 in absolute EtOH to give 97 mg (.16 mmol, a 10% yield) mp: 275° C. MS (ES) m/z: 494 (MH)+. The reactants are Cl, CCOC(=O)CC(CCCNC(=O)c1csc(NC(=N)N)n1)c1ccccc1. Yields the product N=C(N)Nc1nc(C(=O)NCCCC(CC(=O)O)c2ccccc2)cs1. RXN SMILES: [ClH:29].[NH:1]([C:2](=[NH:3])[NH2:4])[c:5]1[s:6][cH:7][c:8]([C:10](=[O:11])[NH:12][CH2:13][CH2:14][CH2:15][CH:16]([CH2:17][C:18](=[O:19])[O:20][CH2:21][CH3:22])[c:23]2[cH:24][cH:25][cH:26][cH:27][cH:28]2)[n:9]1>>[NH:1]([C:2](=[NH:3])[NH2:4])[c:5]1[s:6][cH:7][c:8]([C:10](=[O:11])[NH:12][CH2:13][CH2:14][CH2:15][CH:16]([CH2:17][C:18](=[O:19])[OH:20])[c:23]2[cH:24][cH:25][cH:26][cH:27][cH:28]2)[n:9]1.